From a dataset of the Open Reaction Database (ORD), a public repository of structured organic reaction records. describe an organic reaction: reactants, conditions, products, and yield As a reaction SMILES: [Br:13][CH:14]1[CH2:15][CH2:16][C:17]([CH3:25])([CH3:26])[c:18]2[cH:19][cH:20][c:21]([Br:24])[cH:22][c:23]21.[Br:1][c:2]1[cH:3][cH:4][c:5]2[c:6]([cH:7][cH:8][cH:9][cH:10]2)[c:11]1[Br:12].[C:27]([CH3:28])(=[S:29])[O-:30].[CH2:32]1[O:33][CH2:34][CH2:35][CH2:36]1.[K+:31]>>[CH:14]1([C:27]([CH3:28])=[S:29])[CH2:15][CH2:16][C:17]([CH3:25])([CH3:26])[c:18]2[cH:19][cH:20][c:21]([Br:24])[cH:22][c:23]21. Product: CC(=S)C1CCC(C)(C)c2ccc(Br)cc21. The reactants are CC1(C)CCC(Br)c2cc(Br)ccc21, Brc1ccc2ccccc2c1Br, CC([O-])=S, C1CCOC1, [K+]. Starting materials: BrC1=CC=C(C=C1)C(C(F)(F)F)(C)O (2-(4-bromophenyl)-1,1,1-trifluoro-2-propanol), C(=O)(OC(C)(C)C)N1CCNCC1 (N-Boc-piperazine), CC(C)([O-])C.[Na+] (sodium tert-butoxide), C1(CCCCC1)P(C1=C(C=CC=C1)C1=C(C=CC=C1OC(C)C)OC(C)C)C1CCCCC1 (dicyclohexyl(2′,6′-diisopropoxybiphenyl-2-yl)phosphine). The reagents and catalysts are C=1C=CC(=CC1)/C=C/C(=O)/C=C/C2=CC=CC=C2.C=1C=CC(=CC1)/C=C/C(=O)/C=C/C2=CC=CC=C2.C=1C=CC(=CC1)/C=C/C(=O)/C=C/C2=CC=CC=C2.[Pd].[Pd] (tris(dibenzylideneacetone)dipalladium). Solvent: O (water), C1(=CC=CC=C1)C (toluene). Reaction conditions: temperature 100 celsius. Product: FC(C(C)(O)C1=CC=C(C=C1)N1CCN(CC1)C(=O)OC(C)(C)C)(F)F (tert-butyl 4-(4-(2,2,2-trifluoro-1-hydroxy-1-methylethyl)phenyl)-1-piperazinecarboxylate). The yield is 85.8%. Reaction SMILES: Br[C:2]1[CH:7]=[CH:6][C:5]([C:8]([OH:14])([CH3:13])[C:9]([F:12])([F:11])[F:10])=[CH:4][CH:3]=1.[C:15]([N:22]1[CH2:27][CH2:26][NH:25][CH2:24][CH2:23]1)([O:17][C:18]([CH3:21])([CH3:20])[CH3:19])=[O:16].CC(C)([O-])C.[Na+].C1(P(C2CCCCC2)C2C=CC=CC=2C2C(OC(C)C)=CC=CC=2OC(C)C)CCCCC1>O.C1C=CC(/C=C/C(/C=C/C2C=CC=CC=2)=O)=CC=1.C1C=CC(/C=C/C(/C=C/C2C=CC=CC=2)=O)=CC=1.C1C=CC(/C=C/C(/C=C/C2C=CC=CC=2)=O)=CC=1.[Pd].[Pd].C1(C)C=CC=CC=1>[F:10][C:9]([F:12])([F:11])[C:8]([C:5]1[CH:6]=[CH:7][C:2]([N:25]2[CH2:24][CH2:23][N:22]([C:15]([O:17][C:18]([CH3:21])([CH3:20])[CH3:19])=[O:16])[CH2:27][CH2:26]2)=[CH:3][CH:4]=1)([OH:14])[CH3:13] |f:2.3,6.7.8.9.10|. Reported procedure: A 350 mL pressure tube was charged with 2-(4-bromophenyl)-1,1,1-trifluoro-2-propanol (7.22 g, 26.8 mmol, Example 27, step 1), N-Boc-piperazine (5.00 g, 26.8 mmol), sodium tert-butoxide (3.87 g, 40.3 mmol), 50 mL of toluene, dicyclohexyl(2′,6′-diisopropoxybiphenyl-2-yl)phosphine (RuPhos) (1.253 g, 2.68 mmol, Strem Chemical Inc, Newburyport, Mass.) and tris(dibenzylideneacetone)dipalladium (0) (1.229 g, 1.342 mmol, Strem Chemical Inc, Newburyport, Mass.). The tube was sealed and heated at 100° C. ... Reactants: O=[N+]([O-])c1ccc(-c2nc(N3CC4CC3CO4)c3cnn(CC(F)(F)F)c3n2)cc1, C1CCOC1, O. Yields the product Nc1ccc(-c2nc(N3CC4CC3CO4)c3cnn(CC(F)(F)F)c3n2)cc1. As a reaction SMILES: [N+:1]([O-:2])(=[O:3])[c:4]1[cH:5][cH:6][c:7](-[c:10]2[n:11][c:12]([N:24]3[CH:25]4[CH2:26][O:27][CH:28]([CH2:29]3)[CH2:30]4)[c:13]3[c:14]([n:15]2)[n:16]([CH2:19][C:20]([F:21])([F:22])[F:23])[n:17][cH:18]3)[cH:8][cH:9]1.[O:31]1[CH2:32][CH2:33][CH2:34][CH2:35]1.[OH2:36]>>[NH2:1][c:4]1[cH:5][cH:6][c:7](-[c:10]2[n:11][c:12]([N:24]3[CH:25]4[CH2:26][O:27][CH:28]([CH2:29]3)[CH2:30]4)[c:13]3[c:14]([n:15]2)[n:16]([CH2:19][C:20]([F:21])([F:22])[F:23])[n:17][cH:18]3)[cH:8][cH:9]1. Reactants: COC(CC1=CC(=CC=C1)OC1=C(C=C(C=C1)Br)C=O)=O ([3-(4-bromo-2-formyl-phenoxy)-phenyl]-acetic acid methyl ester), [BH4-].[Na+] (sodium borohydride), CCOC(=O)C (EtOAc), O (H2O). Solvent: CO (MeOH). Run at time 5 minute. Product: COC(CC1=CC(=CC=C1)OC1=C(C=C(C=C1)Br)CO)=O ([3-(4-Bromo-2-hydroxymethyl-phenoxy)-phenyl]-acetic acid methyl ester). The yield is 62.4%. Reaction SMILES: [CH3:1][O:2][C:3](=[O:21])[CH2:4][C:5]1[CH:10]=[CH:9][CH:8]=[C:7]([O:11][C:12]2[CH:17]=[CH:16][C:15]([Br:18])=[CH:14][C:13]=2[CH:19]=[O:20])[CH:6]=1.[BH4-].[Na+].O.CCOC(C)=O>CO>[CH3:1][O:2][C:3](=[O:21])[CH2:4][C:5]1[CH:10]=[CH:9][CH:8]=[C:7]([O:11][C:12]2[CH:17]=[CH:16][C:15]([Br:18])=[CH:14][C:13]=2[CH2:19][OH:20])[CH:6]=1 |f:1.2|. Reported procedure: To [3-(4-bromo-2-formyl-phenoxy)-phenyl]-acetic acid methyl ester (4.8 g, 13.7 mmol) in MeOH (50 mL) was added sodium borohydride (0.78 g, 20.6 mmol), and the reaction was stirred at room temperature for 5 minutes. The mixture was worked-up with H2O and EtOAc, and the crude material was purified by silica gel chromatography to give the desired product as a colorless oil (3 g). The reactants are CO, COC(=O)C(Cl)(CCC(F)(F)F)S(=O)(=O)CCC(F)(F)F, N. Yields the product NC(=O)C(Cl)(CCC(F)(F)F)S(=O)(=O)CCC(F)(F)F. As a reaction SMILES: [CH3:23][OH:24].[Cl:1][C:2]([C:3](=[O:4])[O:5][CH3:6])([CH2:7][CH2:8][C:9]([F:10])([F:11])[F:12])[S:13](=[O:14])(=[O:15])[CH2:16][CH2:17][C:18]([F:19])([F:20])[F:21].[NH3:22]>>[Cl:1][C:2]([C:3](=[O:4])[NH2:22])([CH2:7][CH2:8][C:9]([F:10])([F:11])[F:12])[S:13](=[O:14])(=[O:15])[CH2:16][CH2:17][C:18]([F:19])([F:20])[F:21]. Starting materials: NS(=O)(=O)C=1C=C(C(=O)O)C=CC1C (3-(Aminosulfonyl)-4-methylbenzoic Acid), C([O-])([O-])=O.[Na+].[Na+] (sodium carbonate), [Mn](=O)(=O)(=O)[O-].[K+] (potassium permanganate), C(=O)O (formic acid). Procedure details: To a solution of 44 g of 3-(aminosulfonyl)-4-methyl benzoic acid (Example 1) in 500 ml H2O was added 11.0 g of sodium carbonate and 72 g of potassium permanganate in 8 g portions at 50°-60° over 5.5 hours. Then, 1 ml formic acid was added to decompose excess oxidant and the solution was filtered hot (60°) through Celite. The filter pad was washed with hot water. The combined filtrate was concentrated, in vacuo to approximately 300 ml and brought to pH 6 with concentrated HCl. A small amount of s... The solvent is O (H2O). Product: NS(=O)(=O)C1=C(C=CC(=C1)C(=O)O)C(=O)O (2-(Aminosulfonyl)-1,4-benzenedicarboxylic Acid). RXN SMILES: [NH2:1][S:2]([C:5]1[CH:6]=[C:7]([CH:11]=[CH:12][C:13]=1C)C(O)=O)(=[O:4])=[O:3].[C:15](=[O:18])([O-:17])[O-].[Na+].[Na+].[Mn]([O-])(=O)(=O)=O.[K+].[CH:27]([OH:29])=[O:28]>O>[NH2:1][S:2]([C:5]1[CH:6]=[C:7]([C:15]([OH:17])=[O:18])[CH:11]=[CH:12][C:13]=1[C:27]([OH:29])=[O:28])(=[O:4])=[O:3] |f:1.2.3,4.5|. Starting materials: O=N[O-], CC(=O)c1cc(N)cc(S(F)(F)(F)(F)F)c1, [Na+], O, O=S(=O)(O)O. Product: CC(=O)c1cc(O)cc(S(F)(F)(F)(F)F)c1. RXN SMILES: [N:17](=[O:18])[O-:19].[NH2:1][c:2]1[cH:3][c:4]([C:14]([CH3:15])=[O:16])[cH:5][c:6]([S:8]([F:9])([F:10])([F:11])([F:12])[F:13])[cH:7]1.[Na+:20].[OH2:26].[S:21](=[O:22])(=[O:23])([OH:24])[OH:25]>>[c:2]1([OH:18])[cH:3][c:4]([C:14]([CH3:15])=[O:16])[cH:5][c:6]([S:8]([F:9])([F:10])([F:11])([F:12])[F:13])[cH:7]1. Reaction SMILES: [C:1](=[O:2])([CH3:3])[O:4][c:5]1[cH:6][c:7]([C:11](=[O:12])[NH:13][c:14]2[cH:15][c:16]([C:20]([F:21])([F:22])[F:23])[cH:17][cH:18][cH:19]2)[cH:8][cH:9][cH:10]1.[Na+:25].[OH-:24]>>[OH:4][c:5]1[cH:6][c:7]([C:11](=[O:12])[NH:13][c:14]2[cH:15][c:16]([C:20]([F:21])([F:22])[F:23])[cH:17][cH:18][cH:19]2)[cH:8][cH:9][cH:10]1. The product is O=C(Nc1cccc(C(F)(F)F)c1)c1cccc(O)c1. Reactants: CC(=O)Oc1cccc(C(=O)Nc2cccc(C(F)(F)F)c2)c1, [Na+], [OH-]. The reactants are FC(C1=C(C=NC=C1)N)(F)F (4-(trifluoromethyl)pyridin-3-amine), [H-].[Na+] (sodium hydride), N(=C=S)C1=CC=C(C=C1)C1=NN(C=N1)C1=CC=C(C=C1)OC(F)(F)F (3-(4-Isothiocyanatophenyl)-1-(4-(trifluoromethoxy)phenyl)-1H-1,2,4-triazole). The solvent is O1CCCC1 (tetrahydrofuran). Run at time 48 hour. Product: FC(OC1=CC=C(C=C1)N1N=C(N=C1)C1=CC=C(C=C1)NC(=S)NC=1C=NC=CC1C(F)(F)F)(F)F (1-(4-(1-(4-(trifluoromethoxy)phenyl)-1H-1,2,4-triazol-3-yl)phenyl)-3-(4-(trifluoromethyl)pyridin-3-yl)thiourea). Yield: 16.3%. As a reaction SMILES: [F:1][C:2]([F:11])([F:10])[C:3]1[CH:8]=[CH:7][N:6]=[CH:5][C:4]=1[NH2:9].[H-].[Na+].[N:14]([C:17]1[CH:22]=[CH:21][C:20]([C:23]2[N:27]=[CH:26][N:25]([C:28]3[CH:33]=[CH:32][C:31]([O:34][C:35]([F:38])([F:37])[F:36])=[CH:30][CH:29]=3)[N:24]=2)=[CH:19][CH:18]=1)=[C:15]=[S:16]>O1CCCC1>[F:38][C:35]([F:36])([F:37])[O:34][C:31]1[CH:30]=[CH:29][C:28]([N:25]2[CH:26]=[N:27][C:23]([C:20]3[CH:21]=[CH:22][C:17]([NH:14][C:15]([NH:9][C:4]4[CH:5]=[N:6][CH:7]=[CH:8][C:3]=4[C:2]([F:1])([F:10])[F:11])=[S:16])=[CH:18][CH:19]=3)=[N:24]2)=[CH:33][CH:32]=1 |f:1.2|. Reported procedure: To 4-(trifluoromethyl)pyridin-3-amine (0.091 g, 0.56 mmol) in tetrahydrofuran and under an atmosphere of nitrogen was added sodium hydride (60% in mineral oil, 0.022 g, 0.56 mmol). 3-(4-Isothiocyanatophenyl)-1-(4-(trifluoromethoxy)phenyl)-1H-1,2,4-triazole (WO 2011/017513) (0.10 g, 0.28 mmol) was added and the reaction was allowed to stir for 48 hours. The reaction mixture was concentrated. Purification by silica gel chromatography provided the title compound (0.024 g, 16%). Reaction SMILES: [Cl:23][CH2:24][Cl:25].[ClH:22].[O:1]=[C:2]1[N:3]([c:7]2[cH:8][c:9]([CH2:10][NH:11][C:12](=[O:13])[O:14][C:15]([CH3:16])([CH3:17])[CH3:18])[cH:19][cH:20][cH:21]2)[CH2:4][CH2:5][CH2:6]1>>[ClH:22].[O:1]=[C:2]1[N:3]([c:7]2[cH:8][c:9]([CH2:10][NH2:11])[cH:19][cH:20][cH:21]2)[CH2:4][CH2:5][CH2:6]1. Product: Cl, NCc1cccc(N2CCCC2=O)c1. Starting materials: ClCCl, Cl, CC(C)(C)OC(=O)NCc1cccc(N2CCCC2=O)c1.